From a dataset of the Open Reaction Database (ORD), a public repository of structured organic reaction records. describe an organic reaction: reactants, conditions, products, and yield Reactants: ClC=1C=C2CC(C(C2=CC1)=O)SC (5-chloro-2-methylsulfanylindan-1-one), C(C)O (ethanol), S(=O)(=O)(O)OOS(=O)(=O)[O-].[K+] (potassium hydrogenpersulfate). Run in O (water). Conditions: time 5 hour. Yields the product ClC=1C=C2CC(C(C2=CC1)=O)S(=O)(=O)C (5-Chloro-2-methanesulfonylindan-1-one). RXN SMILES: [Cl:1][C:2]1[CH:3]=[C:4]2[C:8](=[CH:9][CH:10]=1)[C:7](=[O:11])[CH:6](SC)[CH2:5]2.[S:14]([O:18]OS([O-])(=O)=O)(O)(=O)=[O:15].[K+].[CH2:25](O)C>O>[Cl:1][C:2]1[CH:3]=[C:4]2[C:8](=[CH:9][CH:10]=1)[C:7](=[O:11])[CH:6]([S:14]([CH3:25])(=[O:18])=[O:15])[CH2:5]2 |f:1.2|. Procedure details: 0.5 g of 5-chloro-2-methylsulfanylindan-1-one was dissolved in 10 ml of dry ethanol. At 0° C., a solution of 4.33 g of potassium hydrogenpersulfate (2 KHSO5×KHSO4×K2SO4; “Oxone”) in 10 ml of water was added dropwise and the reaction mixture was then stirred at room temperature for 5 h. The alcohol was distilled off under reduced pressure at room temperature. 20 ml of dichloromethane and 10 ml of water was added to the residue, and the mixture was stirred for 10 min. The organic phase was separat... RXN SMILES: [CH2:23]1[O:24][CH2:25][CH2:26][O:27][CH2:28]1.[CH:9]1([B:12]([OH:13])[OH:14])[CH2:10][CH2:11]1.[F:1][c:2]1[n:3][cH:4][c:5]([Br:8])[cH:6][cH:7]1.[K+:20].[K+:21].[K+:22].[P:15]([O-:16])([O-:17])([O-:18])=[O:19]>>[F:1][c:2]1[n:3][cH:4][c:5]([CH:9]2[CH2:10][CH2:11]2)[cH:6][cH:7]1. Yields the product Fc1ccc(C2CC2)cn1. Reactants: C1COCCO1, OB(O)C1CC1, Fc1ccc(Br)cn1, [K+], [K+], [K+], O=P([O-])([O-])[O-]. Reactants: CCO, O=[N+]([O-])c1ccc(Cl)cc1[N+](=O)[O-], Nc1ccc(F)cc1. Yields the product O=[N+]([O-])c1ccc(Cl)cc1Nc1ccc(F)cc1. As a reaction SMILES: [CH3:22][CH2:23][OH:24].[Cl:1][c:2]1[cH:3][c:4]([N+:11]([O-:12])=[O:13])[c:5]([N+:8](=[O:9])[O-:10])[cH:6][cH:7]1.[NH2:14][c:15]1[cH:16][cH:17][c:18]([F:19])[cH:20][cH:21]1>>[Cl:1][c:2]1[cH:3][c:4]([NH:11][c:15]2[cH:16][cH:17][c:18]([F:19])[cH:20][cH:21]2)[c:5]([N+:8](=[O:9])[O-:10])[cH:6][cH:7]1. Reactants: CC(C)(C)OC(=O)N1CCC(CBr)CC1, CC1(C)CNc2cc([N+](=O)[O-])ccc21, CC(C)(C)[O-], CN(C)C=O, [K+]. The product is CC(C)(C)OC(=O)N1CCC(CN2CC(C)(C)c3ccc([N+](=O)[O-])cc32)CC1. Reaction SMILES: [C:15]([CH3:16])([CH3:17])([CH3:18])[O:19][C:20](=[O:21])[N:22]1[CH2:23][CH2:24][CH:25]([CH2:28][Br:29])[CH2:26][CH2:27]1.[CH3:1][C:2]1([CH3:14])[CH2:3][NH:4][c:5]2[cH:6][c:7]([N+:11](=[O:12])[O-:13])[cH:8][cH:9][c:10]21.[CH3:30][C:31]([CH3:32])([O-:33])[CH3:34].[CH3:36][N:37]([CH3:38])[CH:39]=[O:40].[K+:35]>>[CH3:1][C:2]1([CH3:14])[CH2:3][N:4]([CH2:28][CH:25]2[CH2:24][CH2:23][N:22]([C:20]([O:19][C:15]([CH3:16])([CH3:17])[CH3:18])=[O:21])[CH2:27][CH2:26]2)[c:5]2[cH:6][c:7]([N+:11](=[O:12])[O-:13])[cH:8][cH:9][c:10]21. As a reaction SMILES: [NH2:1][C@@H:2]([CH2:6][C:7]1[CH:12]=[CH:11][C:10]([O:13][CH2:14][CH2:15][C:16]2[N:17]=[C:18]([C:22]3[CH:27]=[CH:26][CH:25]=[CH:24][CH:23]=3)[O:19][C:20]=2[CH3:21])=[CH:9][CH:8]=1)[C:3]([OH:5])=[O:4].[C:28]1([C:34](=[O:45])[CH2:35][C:36](=O)[CH2:37][CH2:38][CH2:39][CH2:40][CH2:41][CH2:42][CH3:43])[CH:33]=[CH:32][CH:31]=[CH:30][CH:29]=1>>[CH2:37](/[C:36](/[NH:1][C@@H:2]([CH2:6][C:7]1[CH:12]=[CH:11][C:10]([O:13][CH2:14][CH2:15][C:16]2[N:17]=[C:18]([C:22]3[CH:27]=[CH:26][CH:25]=[CH:24][CH:23]=3)[O:19][C:20]=2[CH3:21])=[CH:9][CH:8]=1)[C:3]([OH:5])=[O:4])=[CH:35]/[C:34](=[O:45])[C:28]1[CH:29]=[CH:30][CH:31]=[CH:32][CH:33]=1)[CH2:38][CH2:39][CH2:40][CH2:41][CH2:42][CH3:43]. Reactants: N[C@H](C(=O)O)CC1=CC=C(C=C1)OCCC=1N=C(OC1C)C1=CC=CC=C1 ((2S)-2-amino-3-{4-[2-(5-methyl-2-phenyl-1,3oxazol-4-yl)ethoxy]phenyl}propanoic acid), C1(=CC=CC=C1)C(CC(CCCCCCC)=O)=O (1(phenyl)-1,3decanedione). Procedure details: The title compound was prepared as described above for the preparation of Example 2, from 102 mg (0.28 mmol) of Intermediate 45 and 69 mg (0.28 mmol) of Intermediate 19 to yield 77 mg of Example 45: TLC (EtOAc/MeOH , 713): Rf=0.56; 1H NMR (DMSO-d6, 400 MHz) δ11.55 (d, 1H, J=9.6), 7.86 (d, 2H, J=6.8), 7.76 (d, 2H, J=6.4), 7.46. (m, 3H), 7.38 (m, 3H), 7.10 (d, 2H, J=8.4), 6.78 (d, 2H, J=8.4), 5.5 (s, 1H), 4.10 (t, 2H, J=6.6), 4.0 (m, 1H), 3.16 (m, 1H), 2.86 (t, 2H, J=6.5), 2.69 (dd, 1H, J=13.6, 9.... Yields the product C(CCCCCC)/C(=C/C(C1=CC=CC=C1)=O)/N[C@H](C(=O)O)CC1=CC=C(C=C1)OCCC=1N=C(OC1C)C1=CC=CC=C1 ((2S)-2-{[(Z)-1-heptyl-3-oxo-3-phenyl-1-propenyl]amino}-3-{4-[2-(5-methyl-2-phenyl-1,3-oxazol-4-yl)ethoxy]phenyl}propanoic acid), Example 45. Starting materials: C(C=C)Br (allyl bromide), FC(C=1C=C(CS(=O)(=O)NCC(=O)N)C=CC1)(F)F (3-trifluoromethylbenzylsulfonamidoacetamide), [H-].[Na+] (sodium hydride), ice. Run in CN(C=O)C (dimethylformamide), O (water), CN(C=O)C (dimethylformamide). Conditions: time 15 minute. Yields the product C(C=C)N(S(=O)(=O)CC1=CC(=CC=C1)C(F)(F)F)CC(=O)N ((N-Allyl-3-Trifluoromethylbenzylsulfonamido)acetamide). RXN SMILES: [F:1][C:2]([F:19])([F:18])[C:3]1[CH:4]=[C:5]([CH:15]=[CH:16][CH:17]=1)[CH2:6][S:7]([NH:10][CH2:11][C:12]([NH2:14])=[O:13])(=[O:9])=[O:8].[H-].[Na+].[CH2:22](Br)[CH:23]=[CH2:24]>CN(C)C=O.O>[CH2:24]([N:10]([CH2:11][C:12]([NH2:14])=[O:13])[S:7]([CH2:6][C:5]1[CH:15]=[CH:16][CH:17]=[C:3]([C:2]([F:18])([F:1])[F:19])[CH:4]=1)(=[O:9])=[O:8])[CH:23]=[CH2:22] |f:1.2|. Procedure details: 2.96 g of 3-trifluoromethylbenzylsulfonamidoacetamide was dissolved in 10 ml of dry dimethylformamide. To this ice-cooled solution was added 0.24 g of sodium hydride. The reaction mixture was stirred for 15 minutes at room temperature and then 0.95 ml of allyl bromide dissolved in 5 ml of dimethylformamide was added dropwise. Reaction was essentially instantaneous. After about 30 minutes, the reaction mixture was diluted with 150 ml of water and extracted twice with 75 ml portions of diethyl eth...